Dataset: the Open Reaction Database (ORD), a public repository of structured organic reaction records. Task: describe an organic reaction: reactants, conditions, products, and yield RXN SMILES: CS(O[CH2:6][CH2:7][N:8]1[CH:12]=[C:11]([C:13]2[CH:18]=[C:17]([C:19]([O:21]C)=[O:20])[CH:16]=[CH:15][N:14]=2)[N:10]=[CH:9]1)(=O)=O.[CH2:23]([C:25]1[CH:32]=[CH:31][CH:30]=[CH:29][C:26]=1[CH2:27][NH2:28])[CH3:24]>>[CH2:23]([C:25]1[CH:32]=[CH:31][CH:30]=[CH:29][C:26]=1[CH2:27][NH:28][CH2:6][CH2:7][N:8]1[CH:12]=[C:11]([C:13]2[CH:18]=[C:17]([C:19]([OH:21])=[O:20])[CH:16]=[CH:15][N:14]=2)[N:10]=[CH:9]1)[CH3:24]. The product is C(C)C1=C(C=CC=C1)CNCCN1C=NC(=C1)C1=NC=CC(=C1)C(=O)O (2-[1-[2-[(2-ethylphenyl)methylamino]ethyl]imidazol-4-yl]pyridine-4-carboxylic acid). Yield: 87.0%. Procedure details: The title compound was prepared in 87% yield from methyl 2-(1-{2-[(methylsulfonyl)oxy]ethyl}-1H-imidazol-4-yl)pyridine-4-carboxylate (PREPARATION 6) and 2-ethylbenzylamine according to the procedure for the preparation of Example 58. 1HNMR (400 MHz, DMSO): δ 1.11 (3H, t, J=7.5 Hz), 2.61 (2H, q, J=7.6 Hz), 2.92 (2H, t, J=6.1 Hz), 3.71 (2H, s), 4.09 (2H, t, J=5.9 Hz), 7.11-7.16 (3H, m&s), 7.27 (1H, d, J=7.6 Hz), 7.44 (1H, dd, J=6.2 and 1.4 Hz), 7.69 (1H, s), 7.71 (1H, s), 8.21 (1H, s), 8.36 (1H, d... The reactants are CS(=O)(=O)OCCN1C=NC(=C1)C1=NC=CC(=C1)C(=O)OC (methyl 2-(1-{2-[(methylsulfonyl)oxy]ethyl}-1H-imidazol-4-yl)pyridine-4-carboxylate), C(C)C1=C(CN)C=CC=C1 (2-ethylbenzylamine). Reactants: C(C1=CC=CC=C1)OC(=O)N[C@H]1CN(CC[C@@H]1C1=CC(=CC=C1)OCC1=CC=CC=C1)C(=O)OC(C)(C)C (tert-butyl (rac.)-(3R,4R)-3-{[(benzyloxy)carbonyl]amino}-4-[3-(benzyloxy)-phenyl]piperidine-1-carboxylate), [H-].[Na+] (sodium hydride), [Cl-].[NH4+] (ammonium chloride), C(C)I (ethyl iodide). Run in CN(C)C=O (DMF). Reaction conditions: time 15 minute. Yields the product C(C1=CC=CC=C1)OC(=O)N([C@H]1CN(CC[C@@H]1C1=CC(=CC=C1)OCC1=CC=CC=C1)C(=O)OC(C)(C)C)CC (tert-Butyl (rac.)-(3R,4R)-3-[[(benzyloxy)carbonyl](ethyl)amino]-4-[3-(benzyloxy)phenyl]piperidine-1-carboxylate). RXN SMILES: [CH2:1]([O:8][C:9]([NH:11][C@@H:12]1[C@@H:17]([C:18]2[CH:23]=[CH:22][CH:21]=[C:20]([O:24][CH2:25][C:26]3[CH:31]=[CH:30][CH:29]=[CH:28][CH:27]=3)[CH:19]=2)[CH2:16][CH2:15][N:14]([C:32]([O:34][C:35]([CH3:38])([CH3:37])[CH3:36])=[O:33])[CH2:13]1)=[O:10])[C:2]1[CH:7]=[CH:6][CH:5]=[CH:4][CH:3]=1.[H-].[Na+].[CH2:41](I)[CH3:42].[Cl-].[NH4+]>CN(C=O)C>[CH2:1]([O:8][C:9]([N:11]([CH2:41][CH3:42])[C@@H:12]1[C@@H:17]([C:18]2[CH:23]=[CH:22][CH:21]=[C:20]([O:24][CH2:25][C:26]3[CH:27]=[CH:28][CH:29]=[CH:30][CH:31]=3)[CH:19]=2)[CH2:16][CH2:15][N:14]([C:32]([O:34][C:35]([CH3:38])([CH3:37])[CH3:36])=[O:33])[CH2:13]1)=[O:10])[C:2]1[CH:7]=[CH:6][CH:5]=[CH:4][CH:3]=1 |f:1.2,4.5|. Procedure details: To a solution of tert-butyl (rac.)-(3R,4R)-3-{[(benzyloxy)carbonyl]amino}-4-[3-(benzyloxy)-phenyl]piperidine-1-carboxylate (3.70 g) in DMF (16 ml) was added at 0° C. sodium hydride (573 mg), and the mixture was stirred for 15 minutes. To the mixture was added ethyl iodide (1.48 ml), and the mixture was stirred at 60° C. for 5 hours. The reaction solution was cooled, and a saturated aqueous ammonium chloride solution was added thereto, and the mixture was extracted with ethyl acetate. The organic... Reactants: Cl, Nc1ccc2c(c1)C(=O)CC21CCCC1, [Na+], O=[N+]([O-])[O-], O. Product: O=C1CC2(CCCC2)c2ccc(Cl)cc21. Reaction SMILES: [ClH:21].[NH2:1][c:2]1[cH:3][c:4]2[c:12]([cH:13][cH:14]1)[C:7]1([CH2:6][C:5]2=[O:15])[CH2:8][CH2:9][CH2:10][CH2:11]1.[Na+:16].[O-:17][N+:18](=[O:19])[O-:20].[OH2:22]>>[c:2]1([Cl:21])[cH:3][c:4]2[c:12]([cH:13][cH:14]1)[C:7]1([CH2:6][C:5]2=[O:15])[CH2:8][CH2:9][CH2:10][CH2:11]1.